From a dataset of the Open Reaction Database (ORD), a public repository of structured organic reaction records. describe an organic reaction: reactants, conditions, products, and yield Starting materials: BrC=1C=NC=C(C1)NC1=CC=C(C=C1)OC (3-bromo-5-(p-methoxyphenylamino)pyridine), NC=1C=C(C=CC1)B(O)O (3-aminophenyl boronic acid), C(=O)([O-])[O-].[Na+].[Na+] (Na2CO3). Reagents/catalysts: C=1C=CC(=CC1)[P](C=2C=CC=CC2)(C=3C=CC=CC3)[Pd]([P](C=4C=CC=CC4)(C=5C=CC=CC5)C=6C=CC=CC6)([P](C=7C=CC=CC7)(C=8C=CC=CC8)C=9C=CC=CC9)[P](C=1C=CC=CC1)(C=1C=CC=CC1)C=1C=CC=CC1 (Pd(PPh3)4). Run in C(OC)COC (dimethoxyethane), O (water), C(C)(=O)OCC (ethyl acetate). The product is NC=1C=C(C=CC1)C=1C=NC=C(C1)NC1=CC=C(C=C1)OC (3-(m-Aminophenyl)-5-(p-methoxyphenylamino)pyridine). As a reaction SMILES: Br[C:2]1[CH:3]=[N:4][CH:5]=[C:6]([NH:8][C:9]2[CH:14]=[CH:13][C:12]([O:15][CH3:16])=[CH:11][CH:10]=2)[CH:7]=1.[NH2:17][C:18]1[CH:19]=[C:20](B(O)O)[CH:21]=[CH:22][CH:23]=1.C([O-])([O-])=O.[Na+].[Na+]>C(COC)OC.O.C(OCC)(=O)C.C1C=CC([P]([Pd]([P](C2C=CC=CC=2)(C2C=CC=CC=2)C2C=CC=CC=2)([P](C2C=CC=CC=2)(C2C=CC=CC=2)C2C=CC=CC=2)[P](C2C=CC=CC=2)(C2C=CC=CC=2)C2C=CC=CC=2)(C2C=CC=CC=2)C2C=CC=CC=2)=CC=1>[NH2:17][C:18]1[CH:23]=[C:22]([C:2]2[CH:3]=[N:4][CH:5]=[C:6]([NH:8][C:9]3[CH:14]=[CH:13][C:12]([O:15][CH3:16])=[CH:11][CH:10]=3)[CH:7]=2)[CH:21]=[CH:20][CH:19]=1 |f:2.3.4,^1:49,51,70,89|. Reported procedure: A stirred solution of 3-bromo-5-(p-methoxyphenylamino)pyridine (0.5 g, 1.8 mmol), 3-aminophenyl boronic acid (0.28 g, 1.8 mmol) and Na2CO3 (0.56 g, 5.3 mmol) in dimethoxyethane (10 ml) and water (3.5 ml) is deoxygenated using argon before adding Pd(PPh3)4 (0.06 g) and heating the mixture at reflux for 16 hours. The mixture is diluted with ethyl acetate, washed with brine, dried over Na2SO4 and concentrated. The residue is chromatographed on silicagel to afford the product; 1H NMR (400 MHz, d6-DM... Reactants: C(C)(=O)C=1C=C(C=C2C(CC(OC12)(C)C)(C)C)Br (8-acetyl-6-bromo-2,2,4,4-tetramethyl chroman), C(C)(=O)C=1C=C(C=C2C(CC(OC12)(C)C)(C)C)Br (8-acetyl-6-bromo-2,2,4,4-tetramethyl chroman), C(C)[SiH](CC)CC (triethylsilane). Run in FC(C(=O)O)(F)F (trifluoroacetic acid). Reaction conditions: time 8 hour. The product is BrC=1C=C2C(CC(OC2=C(C1)CC)(C)C)(C)C (6-Bromo-8-ethyl-2,2,4,4-tetramethyl Chroman). As a reaction SMILES: [C:1]([C:4]1[CH:5]=[C:6]([Br:18])[CH:7]=[C:8]2[C:13]=1[O:12][C:11]([CH3:15])([CH3:14])[CH2:10][C:9]2([CH3:17])[CH3:16])(=O)[CH3:2].C([SiH](CC)CC)C>FC(F)(F)C(O)=O>[Br:18][C:6]1[CH:7]=[C:8]2[C:13](=[C:4]([CH2:1][CH3:2])[CH:5]=1)[O:12][C:11]([CH3:15])([CH3:14])[CH2:10][C:9]2([CH3:16])[CH3:17]. Reported procedure: A stirred, cooled (ice bath) solution of 8-acetyl-6-bromo-2,2,4,4-tetramethyl chroman (Intermediate 45, 0.95 g, 3.1 mmol) in trifluoroacetic acid (10 mL) was treated with triethylsilane (10 mL) and the resulting reaction mixture was allowed to warm to ambient temperature and stirred overnight. The volatiles were distilled off in vacuo and the residue was diluted with water and extracted with hexane (×2). The combined organic phase was dried over anhydrous sodium sulfate, filtered and evaporated ...